This data is from the Open Reaction Database (ORD), a public repository of structured organic reaction records. The task is: describe an organic reaction: reactants, conditions, products, and yield Product: COC(=O)c1ccccc1COc1cccc2oc(C)cc12. As a reaction SMILES: [Br:12][CH2:13][c:14]1[c:15]([C:16](=[O:17])[O:18][CH3:19])[cH:20][cH:21][cH:22][cH:23]1.[C:24](=[O:25])([O-:26])[O-:27].[CH3:32][OH:33].[I-:31].[K+:28].[K+:29].[Na+:30].[OH:1][c:2]1[cH:3][cH:4][cH:5][c:6]2[c:7]1[cH:8][c:9]([CH3:11])[o:10]2>>[O:1]([c:2]1[cH:3][cH:4][cH:5][c:6]2[c:7]1[cH:8][c:9]([CH3:11])[o:10]2)[CH2:13][c:14]1[c:15]([C:16](=[O:17])[O:18][CH3:19])[cH:20][cH:21][cH:22][cH:23]1. Starting materials: COC(=O)c1ccccc1CBr, O=C([O-])[O-], CO, [I-], [K+], [K+], [Na+], Cc1cc2c(O)cccc2o1.